From a dataset of the Open Reaction Database (ORD), a public repository of structured organic reaction records. describe an organic reaction: reactants, conditions, products, and yield Reactants: Brc1cnc(I)nc1, OC1CN2CCC1CC2. The product is Brc1cnc(OC2CN3CCC2CC3)nc1. Reaction SMILES: [Br:10][c:11]1[cH:12][n:13][c:14]([I:17])[n:15][cH:16]1.[N:1]12[CH2:2][CH:3]([OH:9])[CH:4]([CH2:5][CH2:6]1)[CH2:7][CH2:8]2>>[N:1]12[CH2:2][CH:3]([O:9][c:14]3[n:13][cH:12][c:11]([Br:10])[cH:16][n:15]3)[CH:4]([CH2:5][CH2:6]1)[CH2:7][CH2:8]2. Reactants: [BH4-], CCN(CC=CC#CC(C)(C)OC)Cc1cccc(N)c1, CO, [Na+], O=Cc1cccc(-c2ccsc2)c1. Yields the product CCN(CC=CC#CC(C)(C)OC)Cc1cccc(NCc2cccc(-c3ccsc3)c2)c1. As a reaction SMILES: [BH4-:35].[CH2:1]([CH3:2])[N:3]([CH2:4][CH:5]=[CH:6][C:7]#[C:8][C:9]([CH3:10])([CH3:11])[O:12][CH3:13])[CH2:14][c:15]1[cH:16][c:17]([NH2:21])[cH:18][cH:19][cH:20]1.[CH3:37][OH:38].[Na+:36].[s:22]1[cH:23][c:24](-[c:27]2[cH:28][c:29]([CH:30]=[O:31])[cH:32][cH:33][cH:34]2)[cH:25][cH:26]1>>[CH2:1]([CH3:2])[N:3]([CH2:4][CH:5]=[CH:6][C:7]#[C:8][C:9]([CH3:10])([CH3:11])[O:12][CH3:13])[CH2:14][c:15]1[cH:16][c:17]([NH:21][CH2:30][c:29]2[cH:28][c:27](-[c:24]3[cH:23][s:22][cH:26][cH:25]3)[cH:34][cH:33][cH:32]2)[cH:18][cH:19][cH:20]1. Starting materials: OC=1C(=CC=2C(CCC(C2C1)(C)C)(C)C)C=1C=C(C=CC1OC)C=CC(=O)OCC (ethyl 3-[3-(3-hydroxy-5,5,8,8-tetramethyl-5,6,7,8-tetrahydro-2-naphthyl)-4-methoxyphenyl]acrylate), BrCCCCCC(=O)OC(C)(C)C (tert-butyl 6-bromohexanoate). Yields the product C(C)(C)(C)OC(=O)CCCCCOC=1C(=CC=2C(CCC(C2C1)(C)C)(C)C)C=1C=C(C=CC1OC)C=CC(=O)O (3-{3-[3-(5-tert-butoxycarbonylpentyloxy)-5,5,8,8-tetramethyl-5,6,7,8-tetrahydro-2-naphthyl]-4-methoxyphenyl}acrylic Acid). Yield: 103.3%. As a reaction SMILES: [OH:1][C:2]1[C:3]([C:16]2[CH:17]=[C:18]([CH:24]=[CH:25][C:26]([O:28]CC)=[O:27])[CH:19]=[CH:20][C:21]=2[O:22][CH3:23])=[CH:4][C:5]2[C:6]([CH3:15])([CH3:14])[CH2:7][CH2:8][C:9]([CH3:13])([CH3:12])[C:10]=2[CH:11]=1.Br[CH2:32][CH2:33][CH2:34][CH2:35][CH2:36][C:37]([O:39][C:40]([CH3:43])([CH3:42])[CH3:41])=[O:38]>>[C:40]([O:39][C:37]([CH2:36][CH2:35][CH2:34][CH2:33][CH2:32][O:1][C:2]1[C:3]([C:16]2[CH:17]=[C:18]([CH:24]=[CH:25][C:26]([OH:28])=[O:27])[CH:19]=[CH:20][C:21]=2[O:22][CH3:23])=[CH:4][C:5]2[C:6]([CH3:15])([CH3:14])[CH2:7][CH2:8][C:9]([CH3:13])([CH3:12])[C:10]=2[CH:11]=1)=[O:38])([CH3:43])([CH3:42])[CH3:41]. Procedure details: In a manner similar to that of Example 1(a), by reaction of 2.36 g (5.8 mmol) of ethyl 3-[3-(3-hydroxy-5,5,8,8-tetramethyl-5,6,7,8-tetrahydro-2-naphthyl)-4-methoxyphenyl]acrylate obtained in Example 13(f) with 1.6 g (6.3 mmol) of tert-butyl 6-bromohexanoate obtained above, 3.3 g (100%) of the expected compound were obtained in the form of a yellow oil. Reactants: CC(C)Oc1ccc(CCCC2OC(=O)NC2=O)cc1, [Cl-], [Cl-], [Cl-], [Cl-], ClCCl, [Ti+4]. Product: O=C1NC(=O)C(CCCc2ccc(O)cc2)O1. Reaction SMILES: [CH:1]([CH3:2])([CH3:3])[O:4][c:5]1[cH:6][cH:7][c:8]([CH2:11][CH2:12][CH2:13][CH:14]2[C:15](=[O:20])[NH:16][C:17](=[O:19])[O:18]2)[cH:9][cH:10]1.[Cl-:24].[Cl-:25].[Cl-:26].[Cl-:27].[Cl:21][CH2:22][Cl:23].[Ti+4:28]>>[OH:4][c:5]1[cH:6][cH:7][c:8]([CH2:11][CH2:12][CH2:13][CH:14]2[C:15](=[O:20])[NH:16][C:17](=[O:19])[O:18]2)[cH:9][cH:10]1. The product is CC(C)(NC(=O)Cn1nc(-c2ccc(Cl)s2)n(Cc2ccccc2F)c1=O)c1cccc(C(F)(F)F)c1. Reactants: ClCCCl, CCOC(C)=O, O=C(O)Cn1nc(-c2ccc(Cl)s2)n(Cc2ccccc2F)c1=O, CC(C)(N)c1cccc(C(F)(F)F)c1, CN(C)C=O, O, On1nnc2ccccc21. As a reaction SMILES: [CH2:49]([Cl:50])[CH2:51][Cl:52].[CH3:58][CH2:59][O:60][C:61](=[O:62])[CH3:63].[Cl:1][c:2]1[cH:3][cH:4][c:5](-[c:7]2[n:8][n:9]([CH2:21][C:22](=[O:23])[OH:24])[c:10](=[O:20])[n:11]2[CH2:12][c:13]2[c:14]([F:19])[cH:15][cH:16][cH:17][cH:18]2)[s:6]1.[F:25][C:26]([c:27]1[cH:28][c:29]([C:33]([CH3:34])([CH3:35])[NH2:36])[cH:30][cH:31][cH:32]1)([F:37])[F:38].[O:53]=[CH:54][N:55]([CH3:56])[CH3:57].[OH2:64].[OH:39][n:40]1[c:41]2[c:42]([cH:43][cH:44][cH:45][cH:46]2)[n:47][n:48]1>>[Cl:1][c:2]1[cH:3][cH:4][c:5](-[c:7]2[n:8][n:9]([CH2:21][C:22](=[O:24])[NH:36][C:33]([c:29]3[cH:28][c:27]([C:26]([F:25])([F:37])[F:38])[cH:32][cH:31][cH:30]3)([CH3:34])[CH3:35])[c:10](=[O:20])[n:11]2[CH2:12][c:13]2[c:14]([F:19])[cH:15][cH:16][cH:17][cH:18]2)[s:6]1. Reactants: CC#N, CC#N, ClCCl, O, C(=Cc1ccccc1)c1ccccc1. The product is c1ccc(C2OC2c2ccccc2)cc1. As a reaction SMILES: [CH3:1][C:2]#[N:3].[CH3:22][C:23]#[N:24].[Cl:19][CH2:20][Cl:21].[OH2:4].[cH:5]1[cH:6][cH:7][c:8]([CH:11]=[CH:12][c:13]2[cH:14][cH:15][cH:16][cH:17][cH:18]2)[cH:9][cH:10]1>>[O:4]1[CH:11]([c:8]2[cH:7][cH:6][cH:5][cH:10][cH:9]2)[CH:12]1[c:13]1[cH:14][cH:15][cH:16][cH:17][cH:18]1.